Dataset: the Open Reaction Database (ORD), a public repository of structured organic reaction records. Task: describe an organic reaction: reactants, conditions, products, and yield Starting materials: Cl/C/1=C(/C(=O)OC1=O)\Cl (dichloromaleic anhydride), Cl.CN (methylamine hydrochloride), C(C)(=O)O (acetic acid), 2L, C[O-].[Na+] (NaOMe). Solvent: O (water). Conditions: temperature 10 celsius, time 24 hour. Yields the product ClC1=C(C(=O)N(C1=O)C)Cl (Dichloro-N-methylmaleimide). RXN SMILES: [Cl:1][C:2]1=[C:3]([Cl:9])[C:4]([O:6][C:7]1=O)=[O:5].Cl.[CH3:11][NH2:12].C(O)(=O)C.C[O-].[Na+]>O>[Cl:1][C:2]1[C:7](=[O:6])[N:12]([CH3:11])[C:4](=[O:5])[C:3]=1[Cl:9] |f:1.2,4.5|. Reported procedure: A 3L-three-necked flask fitted with a magnetic stir bar, digital thermocouple/thermometer, nitrogen purge and solid addition funnel was charged with 450 g (269.5 mol) of dichloromaleic anhydride, 191 g (282.8 mol) of methylamine hydrochloride and 1.6 L of acetic acid. The reaction mixture was then cooled to 10° C., and 160 g NaOMe added from the solid addition funnel over 1 hour while keeping the temperature between 10°-12° C. The reaction mixture was allowed to stir at room temperature for 42 h... Reactants: FC1=CC=C(OCC2=CC=C(C=N2)C=O)C=C1 (6-(4-fluoro-phenoxymethyl)-pyridine-3-carbaldehyde), [N+](=O)([O-])C (nitromethane), C(C)(=O)[O-].[NH4+] (ammonium acetate), [BH4-].[Na+] (sodium borohydride). Solvent: C(C)(=O)O (acetic acid), O (water), C(C)(=O)O (acetic acid), CS(=O)C (Dimethyl sulfoxide), C(C)(=O)OCC (ethyl acetate), O (Water). Run at temperature 105 celsius, time 2 hour. Yields the product FC1=CC=C(OCC2=NC=C(C=C2)CC[N+](=O)[O-])C=C1 (2-(4-Fluoro-phenoxymethyl)-5-(2-nitro-ethyl)-pyridine). Yield: 13.9%. RXN SMILES: [F:1][C:2]1[CH:17]=[CH:16][C:5]([O:6][CH2:7][C:8]2[N:13]=[CH:12][C:11]([CH:14]=O)=[CH:10][CH:9]=2)=[CH:4][CH:3]=1.[N+:18]([CH3:21])([O-:20])=[O:19].C([O-])(=O)C.[NH4+].[BH4-].[Na+]>O.C(O)(=O)C.CS(C)=O.C(OCC)(=O)C>[F:1][C:2]1[CH:17]=[CH:16][C:5]([O:6][CH2:7][C:8]2[CH:9]=[CH:10][C:11]([CH2:14][CH2:21][N+:18]([O-:20])=[O:19])=[CH:12][N:13]=2)=[CH:4][CH:3]=1 |f:2.3,4.5|. Procedure: To an acetic acid (5.00 mL) solution of 6-(4-fluoro-phenoxymethyl)-pyridine-3-carbaldehyde (500 mg, 1.30 mmol) described in Manufacturing Example 72-1-2 were added nitromethane (923 mg, 15.1 mmol) and ammonium acetate (333 mg, 4.32 mmol) under nitrogen atmosphere, which was stirred for 2 hours at 105° C. Water and ethyl acetate were added to the reaction mixture, and the organic layer was extracted with ethyl acetate. The organic layer was washed with water and saturated aqueous sodium chloride,... Reactants: OC1=CC(NC=C1C1=CC=CC=C1)=O (4-hydroxy-5-phenylpyridin-2(1H)-one), CS(=O)(=O)OC1CCN(CC1)C(=O)OC(C)(C)C (tert-butyl 4-(methylsulfonyloxy)piperidine-1-carboxylate), CS(=O)(=O)C1=CC(NC=C1)=O (4-(methylsulfonyl)pyridine-2(1H)-one), C(CC)C=1C=NC(=NC1)N1CCC(CC1)CS(=O)(=O)[O-] (1-(5-propylpyrimidin-2-yl)piperidin-4-ylmethanesulfonate). The product is C1(=CC=CC=C1)C=1C(=CC(NC1)=O)OC1CCN(CC1)C1=NC=C(C=N1)CCC (5-phenyl-4-(1-(5-propylpyrimidin-2-yl)piperidin-4-yloxy)pyridin-2(1H)-one). Reaction SMILES: [OH:1][C:2]1[C:7]([C:8]2[CH:13]=[CH:12][CH:11]=[CH:10][CH:9]=2)=[CH:6][NH:5][C:4](=[O:14])[CH:3]=1.CS(C1C=CNC(=O)C=1)(=O)=O.[CH2:26]([C:29]1[CH:30]=[N:31][C:32]([N:35]2[CH2:40][CH2:39][CH:38](CS([O-])(=O)=O)[CH2:37][CH2:36]2)=[N:33][CH:34]=1)[CH2:27][CH3:28].CS(OC1CCN(C(OC(C)(C)C)=O)CC1)(=O)=O>>[C:8]1([C:7]2[C:2]([O:1][CH:38]3[CH2:39][CH2:40][N:35]([C:32]4[N:31]=[CH:30][C:29]([CH2:26][CH2:27][CH3:28])=[CH:34][N:33]=4)[CH2:36][CH2:37]3)=[CH:3][C:4](=[O:14])[NH:5][CH:6]=2)[CH:9]=[CH:10][CH:11]=[CH:12][CH:13]=1. Procedure: The compound in Step C was prepared according to the procedures described in Example 1 substituting 4-hydroxy-5-phenylpyridin-2(1H)-one for 4-hydroxy-1-(4-(methylsulfonyl)pyridine-2(1H)-one and 1-(5-propylpyrimidin-2-yl)piperidin-4-ylmethanesulfonate for tert-butyl 4-(methylsulfonyloxy)piperidine-1-carboxylate in Step D. MS (ESI) 391 (M+H). The product is Fc1cc(N=C(c2ccccc2)c2ccccc2)cc2ncccc12. The reactants are Fc1cc(Br)cc2ncccc12, N=C(c1ccccc1)c1ccccc1, CC(C)(C)[O-], Cc1ccccc1, [Cl-], [NH4+], [Na+], c1ccc(P(c2ccccc2)c2ccc3ccccc3c2-c2c(P(c3ccccc3)c3ccccc3)ccc3ccccc23)cc1. Reaction SMILES: [Br:1][c:2]1[cH:3][c:4]([F:12])[c:5]2[cH:6][cH:7][cH:8][n:9][c:10]2[cH:11]1.[C:13]([c:14]1[cH:15][cH:16][cH:17][cH:18][cH:19]1)([c:20]1[cH:21][cH:22][cH:23][cH:24][cH:25]1)=[NH:26].[CH3:73][C:74]([O-:75])([CH3:76])[CH3:77].[CH3:79][c:80]1[cH:81][cH:82][cH:83][cH:84][cH:85]1.[Cl-:86].[NH4+:87].[Na+:78].[c:27]1([P:28]([c:29]2[cH:30][cH:31][cH:32][cH:33][cH:34]2)[c:35]2[cH:36][cH:37][c:38]3[c:39]([cH:40][cH:41][cH:42][cH:43]3)[c:44]2-[c:45]2[c:46]3[c:47]([cH:48][cH:49][cH:50][cH:51]3)[cH:52][cH:53][c:54]2[P:55]([c:56]2[cH:57][cH:58][cH:59][cH:60][cH:61]2)[c:62]2[cH:63][cH:64][cH:65][cH:66][cH:67]2)[cH:68][cH:69][cH:70][cH:71][cH:72]1>>[c:2]1([N:26]=[C:13]([c:14]2[cH:15][cH:16][cH:17][cH:18][cH:19]2)[c:20]2[cH:21][cH:22][cH:23][cH:24][cH:25]2)[cH:3][c:4]([F:12])[c:5]2[cH:6][cH:7][cH:8][n:9][c:10]2[cH:11]1.